From a dataset of the Open Reaction Database (ORD), a public repository of structured organic reaction records. describe an organic reaction: reactants, conditions, products, and yield Reactants: C(C)(C)(C)OC(=O)N1CC(CCC1)C1=CC=C(C=C1)N1CCN(CC1)C (3-(4-(4-methylpiperazin-1-yl)-phenyl)-piperidine-1-carboxylic acid tert-butyl ester), Cl (hydrochloric acid). Run in CO (methanol), C(C)(=O)OCC (ethyl acetate). Run at time 1 hour. The product is Cl.Cl.Cl.CN1CCN(CC1)C1=CC=C(C=C1)C1CNCCC1 (3-(4-(4-methylpiperazin-1-yl)-phenyl)-piperidine trihydrochloride). Yield: 90.0%. As a reaction SMILES: C(OC([N:8]1[CH2:13][CH2:12][CH2:11][CH:10]([C:14]2[CH:19]=[CH:18][C:17]([N:20]3[CH2:25][CH2:24][N:23]([CH3:26])[CH2:22][CH2:21]3)=[CH:16][CH:15]=2)[CH2:9]1)=O)(C)(C)C.[ClH:27]>CO.C(OCC)(=O)C>[ClH:27].[ClH:27].[ClH:27].[CH3:26][N:23]1[CH2:24][CH2:25][N:20]([C:17]2[CH:16]=[CH:15][C:14]([CH:10]3[CH2:11][CH2:12][CH2:13][NH:8][CH2:9]3)=[CH:19][CH:18]=2)[CH2:21][CH2:22]1 |f:4.5.6.7|. Reported procedure: To a solution of 3-(4-(4-methylpiperazin-1-yl)-phenyl)-piperidine-1-carboxylic acid tert-butyl ester (2.0 g, 5.56 mmol) in methanol (20 mL) was added 4N hydrochloric acid in ethyl acetate (20 mL) at room temperature. After stirring for 1 h, the resulting suspension was concentrated in vacuo. The residue was washed with ethyl acetate to furnish 3-(4-(4-methylpiperazin-1-yl)-phenyl)-piperidine trihydrochloride (1.84 g, 4.99 mmol, 90%) as white crystals. Starting materials: O1C(=NC2=C1C=CC=C2)/C=C/CC(C(C)N(C(=O)C2OC(CC2C(=O)OC(C)(C)C)=O)CC2=CC1=CC=CC=C1C=C2)C2=CC1=C(C=C2)OCO1 (tert-butyl (2RS,3RS)-2-[N-{(1RS,2RS,4E)-5-(2-benzoxazolyl)-1-methyl-2-(3,4-methylenedioxyphenyl)-4-pentenyl}-N-(2-naphthylmethyl)carbamoyl]-5-oxotetrahydrofuran-3-carboxylate), C(C)(C)(C)OC(=O)C1C(OC(C1)=O)C(=O)O ((2RS,3RS)-3-tert-butoxycarbonyl-5-oxotetrahydrofuran-2-carboxylic acid), C(CC)(C(=O)[O-])(C(=O)[O-])C(=O)[O-] (propanetricarboxylate), 1,2-di-tert-butyl. Solvent: C(=O)O (formic acid). Run at time 8 hour. The product is O1C(=NC2=C1C=CC=C2)/C=C/CC(C(C)N(C(=O)C2OC(CC2C(=O)O)=O)CC2=CC1=CC=CC=C1C=C2)C2=CC1=C(C=C2)OCO1 ((2RS,3RS)-2-[N-{(1RS,2RS,4E)-5-(2-benzoxazolyl)-1-methyl-2-(3,4-methylenedioxyphenyl)-4-pentenyl}-N-(2-naphthylmethyl)carbamoyl]-5-oxotetrahydrofuran-3-carboxylic Acid). Yield: 46.3%. RXN SMILES: [O:1]1[C:5]2[CH:6]=[CH:7][CH:8]=[CH:9][C:4]=2[N:3]=[C:2]1/[CH:10]=[CH:11]/[CH2:12][CH:13]([C:43]1[CH:48]=[CH:47][C:46]2[O:49][CH2:50][O:51][C:45]=2[CH:44]=1)[CH:14]([N:16]([CH2:32][C:33]1[CH:42]=[CH:41][C:40]2[C:35](=[CH:36][CH:37]=[CH:38][CH:39]=2)[CH:34]=1)[C:17]([CH:19]1[CH:23]([C:24]([O:26]C(C)(C)C)=[O:25])[CH2:22][C:21](=[O:31])[O:20]1)=[O:18])[CH3:15].C(OC(C1CC(=O)OC1C(O)=O)=O)(C)(C)C.C(C([O-])=O)(C([O-])=O)(C([O-])=O)CC>C(O)=O>[O:1]1[C:5]2[CH:6]=[CH:7][CH:8]=[CH:9][C:4]=2[N:3]=[C:2]1/[CH:10]=[CH:11]/[CH2:12][CH:13]([C:43]1[CH:48]=[CH:47][C:46]2[O:49][CH2:50][O:51][C:45]=2[CH:44]=1)[CH:14]([N:16]([CH2:32][C:33]1[CH:42]=[CH:41][C:40]2[C:35](=[CH:36][CH:37]=[CH:38][CH:39]=2)[CH:34]=1)[C:17]([CH:19]1[CH:23]([C:24]([OH:26])=[O:25])[CH2:22][C:21](=[O:31])[O:20]1)=[O:18])[CH3:15]. Procedure: 47 mg of tert-butyl (2RS,3RS)-2-[N-{(1RS,2RS,4E)-5-(2-benzoxazolyl)-1-methyl-2-(3,4-methylenedioxyphenyl)-4-pentenyl}-N-(2-naphthylmethyl)carbamoyl]-5-oxotetrahydrofuran-3-carboxylate prepared in a manner similar to Example 27 except that (2RS,3RS)-3-tert-butoxycarbonyl-5-oxotetrahydrofuran-2-carboxylic acid obtained in Reference Example 4 was used, instead of the 1,2-di-tert-butyl (R*)-1,2,3,-propanetricarboxylate in Example 27, was dissolved in 1 ml of formic acid, and the solution was left to... Product: C(C)(=O)NC1=C2CCCC(C2=CC(=C1)F)=O (5-Acetylamino-7-fluoro-1-tetralone). Reaction conditions: time 3 hour. As a reaction SMILES: [C:1]([NH:4][C:5]1[CH:10]=[C:9]([F:11])[CH:8]=[CH:7][C:6]=1[CH2:12][CH2:13][CH2:14][C:15]([O:17]C)=O)(=[O:3])[CH3:2].Cl>CO>[C:1]([NH:4][C:5]1[CH:10]=[C:9]([F:11])[CH:8]=[C:7]2[C:6]=1[CH2:12][CH2:13][CH2:14][C:15]2=[O:17])(=[O:3])[CH3:2]. Starting materials: C(C)(=O)NC1=C(C=CC(=C1)F)CCCC(=O)OC (Methyl 4-(2-acetylamino-4-fluorophenyl)butanoate), Cl (hydrochloric acid). Solvent: CO (methanol). Procedure details: The compound obtained in (4) above (42 gm) was dissolved into 100 ml of methanol. After the addition of 200 ml of 1N hydrochloric acid, the mixture was stirred for 3 hours at room temperature. The reaction mixture was concentrated to 200 ml and, after acidifying with the addition of concentrated hydrochloric acid, extracted three times with ethyl acetate. The ethyl acetate layer was washed with water and saturated brine in this order, and dried over anhydrous sodium sulfate. The solvent was evap...